describe an organic reaction: reactants, conditions, products, and yield From a dataset of the Open Reaction Database (ORD), a public repository of structured organic reaction records. Reactants: C, O=C(O)C1CC2C=CC1C2, [H][H], [Pd]. The product is O=C(O)C1CC2CCC1C2. As a reaction SMILES: [C:13].[CH:1]12[CH:2]([C:8](=[O:9])[OH:10])[CH2:3][CH:4]([CH:5]=[CH:6]1)[CH2:7]2.[H:11][H:12].[Pd:14]>>[CH:1]12[CH:2]([C:8](=[O:9])[OH:10])[CH2:3][CH:4]([CH2:5][CH2:6]1)[CH2:7]2. Starting materials: CC(=O)OC(C)=O, Nc1nc2c(Oc3cc(-c4ccc(C(F)(F)F)cc4)ncn3)cccc2o1, c1ccncc1. Product: CC(=O)Nc1nc2c(Oc3cc(-c4ccc(C(F)(F)F)cc4)ncn3)cccc2o1. As a reaction SMILES: [CH3:28][C:29](=[O:30])[O:31][C:32](=[O:33])[CH3:34].[F:1][C:2]([c:3]1[cH:4][cH:5][c:6](-[c:9]2[cH:10][c:11]([O:15][c:16]3[cH:17][cH:18][cH:19][c:20]4[c:21]3[n:22][c:23]([NH2:25])[o:24]4)[n:12][cH:13][n:14]2)[cH:7][cH:8]1)([F:26])[F:27].[cH:35]1[cH:36][cH:37][n:38][cH:39][cH:40]1>>[F:1][C:2]([c:3]1[cH:4][cH:5][c:6](-[c:9]2[cH:10][c:11]([O:15][c:16]3[cH:17][cH:18][cH:19][c:20]4[c:21]3[n:22][c:23]([NH:25][C:29]([CH3:28])=[O:30])[o:24]4)[n:12][cH:13][n:14]2)[cH:7][cH:8]1)([F:26])[F:27]. The reactants are CC1(C(C2=C(S1(=O)=O)C=CC=C2)=O)C (2,2-dimethyl-1,1-dioxo-1,2-dihydro-llambda*6*-benzo[b]thiophen-3-one), [BH4-].[Na+] (NaBH4). The solvent is C(C)O (ethanol). Conditions: time 1 hour. Yields the product CC1(C(C2=C(S1(=O)=O)C=CC=C2)O)C (2,2-dimethyl-1,1-dioxo-2,3-dihydro-1H-1lambda*6*-benzo[b]thiophen-3-ol). As a reaction SMILES: [CH3:1][C:2]1([CH3:14])[S:6](=[O:8])(=[O:7])[C:5]2[CH:9]=[CH:10][CH:11]=[CH:12][C:4]=2[C:3]1=[O:13].[BH4-].[Na+]>C(O)C>[CH3:1][C:2]1([CH3:14])[S:6](=[O:8])(=[O:7])[C:5]2[CH:9]=[CH:10][CH:11]=[CH:12][C:4]=2[CH:3]1[OH:13] |f:1.2|. Procedure details: To a solution of 2,2-dimethyl-1,1-dioxo-1,2-dihydro-llambda*6*-benzo[b]thiophen-3-one (240 mg, 1.14 mmol) in ethanol (30 mL) at 0° C. is added NaBH4 (43 mg, 1.14 mmol). The reaction is placed at room temperature and permitted to stir for one hour. The reaction is quenched with saturated aqueous NH4Cl, and concentrated to near dryness. The resulting residue is diluted with ethyl acetate and washed with brine, dried with Na2SO4, filtered, and concentrated. The resulting residue is purified by sili... The reactants are CCCCO, CCN(C(C)C)C(C)C, NCc1cc2cccc(Cl)c2nc1-c1cc(F)cc(F)c1, Clc1ncnc2nc[nH]c12. Yields the product Fc1cc(F)cc(-c2nc3c(Cl)cccc3cc2CNc2ncnc3[nH]cnc23)c1. Reaction SMILES: [CH2:41]([OH:42])[CH2:43][CH2:44][CH3:45].[CH:32]([N:33]([CH2:34][CH3:35])[CH:36]([CH3:37])[CH3:38])([CH3:39])[CH3:40].[Cl:1][c:2]1[cH:3][cH:4][cH:5][c:6]2[cH:7][c:8]([CH2:20][NH2:21])[c:9](-[c:12]3[cH:13][c:14]([F:19])[cH:15][c:16]([F:18])[cH:17]3)[n:10][c:11]12.[Cl:22][c:23]1[c:24]2[nH:25][cH:26][n:27][c:28]2[n:29][cH:30][n:31]1>>[Cl:1][c:2]1[cH:3][cH:4][cH:5][c:6]2[cH:7][c:8]([CH2:20][NH:21][c:23]3[c:24]4[n:25][cH:26][nH:27][c:28]4[n:29][cH:30][n:31]3)[c:9](-[c:12]3[cH:13][c:14]([F:19])[cH:15][c:16]([F:18])[cH:17]3)[n:10][c:11]12. Reactants: C1(=CC=CC=C1)CCCN1[C@H](CN[C@@H](C1)C)C (trans-1-(3-phenylpropyl)-2,5-dimethylpiperazine), CC1=CC=C(O1)C(=O)Cl (5-methyl-2-furoyl chloride). Solvent: C1=CC=CC=C1 (benzene). The product is Cl.C1(=CC=CC=C1)CCCN1[C@H](CN([C@@H](C1)C)C(=O)C=1OC(=CC1)C)C (trans-1-(3-Phenylpropyl)-2,5-dimethyl-4-(5-methyl-2-furoyl)piperazine hydrochloride). RXN SMILES: [C:1]1([CH2:7][CH2:8][CH2:9][N:10]2[CH2:15][C@@H:14]([CH3:16])[NH:13][CH2:12][C@@H:11]2[CH3:17])[CH:6]=[CH:5][CH:4]=[CH:3][CH:2]=1.[CH3:18][C:19]1[O:23][C:22]([C:24]([Cl:26])=[O:25])=[CH:21][CH:20]=1>C1C=CC=CC=1>[ClH:26].[C:1]1([CH2:7][CH2:8][CH2:9][N:10]2[CH2:15][C@@H:14]([CH3:16])[N:13]([C:24]([C:22]3[O:23][C:19]([CH3:18])=[CH:20][CH:21]=3)=[O:25])[CH2:12][C@@H:11]2[CH3:17])[CH:6]=[CH:5][CH:4]=[CH:3][CH:2]=1 |f:3.4|. Procedure details: The compound was obtained by following the same process as in Example 2 from a mixture of trans-1-(3-phenylpropyl)-2,5-dimethylpiperazine, 5-methyl-2-furoyl chloride and benzene. Starting materials: BrCC1=NC=CC=C1 (2-bromomethylpyridine), N1CCCC1 (pyrrolidine). The solvent is C(C)#N (acetonitrile). Product: N1=C(C=CC=C1)CN1CCCC1 (1-(2-picolyl)pyrrolidine). Reaction SMILES: Br[CH2:2][C:3]1[CH:8]=[CH:7][CH:6]=[CH:5][N:4]=1.[NH:9]1[CH2:13][CH2:12][CH2:11][CH2:10]1>C(#N)C>[N:4]1[CH:5]=[CH:6][CH:7]=[CH:8][C:3]=1[CH2:2][N:9]1[CH2:13][CH2:12][CH2:11][CH2:10]1. Procedure details: To 20.0 g (0.124 mole) of 1-(2-picolyl)pyrrolidine, obtained via the alkylation of 2-bromomethylpyridine with pyrrolidine, in 100 ml acetonitrile was added one equivalent of cyanomethyl benzenesulfonate in 50 ml acetonitrile maintaining the temperature at about 25°. After the addition was complete, the reaction was stirred at room temperature for 18 hours. The acetonitrile was removed under reduced pressure and tetrahydrofuran was added. The crystalline product was collected by filtration and wa... Reactants: C1(=CC=CC=C1)C=1N=C(N=NC1C1=CC=C(C=C1)C)C(=O)OCC (ethyl 5-phenyl-6-p-tolyl-1,2,4-triazine-3-carboxylate), C(=C)N1CCCC1 (1-vinylpyrrolidine), C1(=CC=CC=C1)C=1N=C(N=NC1C1=CC=C(C=C1)C)C(=O)OCC (ethyl 5-phenyl-6-p-tolyl-1,2,4-triazine-3-carboxylate), C(=C)N1CCCC1 (1-vinylpyrrolidine). The solvent is C(Cl)(Cl)Cl (CHCl3). Yields the product C1(=CC=CC=C1)C1=C(C=CC(=N1)C(=O)OCC)C1=CC=C(C=C1)C (Ethyl 6-Phenyl-5-p-tolyl-pyridine-2-carboxylate). Reaction SMILES: [C:1]1([C:7]2[N:8]=[C:9]([C:20]([O:22][CH2:23][CH3:24])=[O:21])N=N[C:12]=2[C:13]2[CH:18]=[CH:17][C:16]([CH3:19])=[CH:15][CH:14]=2)[CH:6]=[CH:5][CH:4]=[CH:3][CH:2]=1.[CH:25](N1CCCC1)=[CH2:26]>C(Cl)(Cl)Cl>[C:1]1([C:7]2[N:8]=[C:9]([C:20]([O:22][CH2:23][CH3:24])=[O:21])[CH:26]=[CH:25][C:12]=2[C:13]2[CH:18]=[CH:17][C:16]([CH3:19])=[CH:15][CH:14]=2)[CH:6]=[CH:5][CH:4]=[CH:3][CH:2]=1. Procedure details: Following General Procedure D, ethyl 5-phenyl-6-p-tolyl-1,2,4-triazine-3-carboxylate (Compound 12, 177 mg, 0.56 mmol) and crude 1-vinylpyrrolidine (Compound 38, 730 mg) in CHCl3 (10 ml) were reacted to produce the title compound as a yellow solid.